Dataset: the Open Reaction Database (ORD), a public repository of structured organic reaction records. Task: describe an organic reaction: reactants, conditions, products, and yield Reactants: OC=1C=C(C=CC1)C1=NN2C(C3=CC=CC=C3CC2)=N1 (2-(3-Hydroxyphenyl)-5,6-dihydro-s-triazolo-[5,1-a]isoquinoline), C(C)I (ethyl iodide), [O-]CC.[Na+] (sodium ethoxide), C(C)I (ethyl iodide). The solvent is C(C)O (ethanol), C(C)O (ethanol). Reaction conditions: time 1 hour. Yields the product C(C)OC=1C=C(C=CC1)C1=NN2C(C3=CC=CC=C3CC2)=N1 (2-(3-Ethoxyphenyl)-5,6-dihydro-s-triazolo[5,1-a]isoquinoline). Reaction SMILES: [OH:1][C:2]1[CH:3]=[C:4]([C:8]2[N:20]=[C:11]3[C:12]4[C:17]([CH2:18][CH2:19][N:10]3[N:9]=2)=[CH:16][CH:15]=[CH:14][CH:13]=4)[CH:5]=[CH:6][CH:7]=1.[O-][CH2:22][CH3:23].[Na+].C(I)C>C(O)C>[CH2:22]([O:1][C:2]1[CH:3]=[C:4]([C:8]2[N:20]=[C:11]3[C:12]4[C:17]([CH2:18][CH2:19][N:10]3[N:9]=2)=[CH:16][CH:15]=[CH:14][CH:13]=4)[CH:5]=[CH:6][CH:7]=1)[CH3:23] |f:1.2|. Procedure: 2-(3-Hydroxyphenyl)-5,6-dihydro-s-triazolo-[5,1-a]isoquinoline (3.95 g.) is added to 60 ml. of ethanol containing one equivalent proportion of sodium ethoxide. To this mixture is added 1.57 ml. of ethyl iodide in 15 ml. of ethanol. After stirring for one hour at room temperature, a further 1.57 ml. of ethyl iodide is added and the mixture is refluxed for 18 hours. The solvent is distilled off and the residue is washed with water and extracted with dichloromethane. Evaporation of the solvent and ...